From a dataset of the Open Reaction Database (ORD), a public repository of structured organic reaction records. describe an organic reaction: reactants, conditions, products, and yield Reactants: CC(C#Cc1ccc(Cc2ccc(Cl)cc2)s1)N(O)C(N)=O, CC(C#Cc1ccc(Cc2ccc(F)cc2)s1)N(O)C(N)=O. The product is CC(C=Cc1ccc(Cc2ccc(Cl)cc2)s1)N(O)C(N)=O. RXN SMILES: [Cl:1][c:2]1[cH:3][cH:4][c:5]([CH2:8][c:9]2[cH:10][cH:11][c:12]([C:14]#[C:15][CH:16]([CH3:17])[N:18]([C:19](=[O:20])[NH2:21])[OH:22])[s:13]2)[cH:6][cH:7]1.[F:23][c:24]1[cH:25][cH:26][c:27]([CH2:28][c:29]2[s:30][c:31]([C:32]#[C:33][CH:34]([N:35]([OH:36])[C:37]([NH2:38])=[O:39])[CH3:40])[cH:41][cH:42]2)[cH:43][cH:44]1>>[Cl:1][c:2]1[cH:3][cH:4][c:5]([CH2:8][c:9]2[cH:10][cH:11][c:12]([CH:14]=[CH:15][CH:16]([CH3:17])[N:18]([C:19](=[O:20])[NH2:21])[OH:22])[s:13]2)[cH:6][cH:7]1. Reactants: CC#N, CCOC(C)=O, CC1(C)Cc2cc(Cl)cc(C(=O)O)c2O1, [K+], [K+], O, O, O, O, O, O, O, O=S(=O)([O-])OOS(=O)(=O)[O-], O=S(=O)(O)O. The product is CC1(C)Oc2c(C(=O)O)cc(Cl)cc2C1=O. RXN SMILES: [C:39](#[N:40])[CH3:41].[CH3:43][CH2:44][O:45][C:46](=[O:47])[CH3:48].[Cl:1][c:2]1[cH:3][c:4]([C:13](=[O:14])[OH:15])[c:5]2[c:6]([cH:12]1)[CH2:7][C:8]([CH3:10])([CH3:11])[O:9]2.[K+:26].[K+:27].[OH2:28].[OH2:29].[OH2:30].[OH2:31].[OH2:32].[OH2:38].[OH2:42].[S:16](=[O:17])([O:18][O:19][S:20]([O-:21])(=[O:22])=[O:23])([O-:24])=[O:25].[S:33]([OH:34])([OH:35])(=[O:36])=[O:37]>>[Cl:1][c:2]1[cH:3][c:4]([C:13](=[O:14])[OH:15])[c:5]2[c:6]([cH:12]1)[C:7](=[O:17])[C:8]([CH3:10])([CH3:11])[O:9]2. The reactants are C=C, c1cc(cc(c1Cl)C(NOC(C)=O)=O)C. The reagents and catalysts are c1ccc(cc1)-c2c3ccccc3cc4ccccc24 (9-Phenylanthracene),  CC(=O)[O-].O.[K+] (KOAc.H2O), C1(C(C(C(C1C)C)C)C)C.C1(C(C(C(C1C)C)C)C)C.[Rh](Cl)Cl.[Rh](Cl)Cl ([Cp*RhCl2]2). Run in CC1=CC=CC=C1 (Toluene). Conditions: temperature 25 celsius, time 18 hour. Yields the product Cc1ccc(Cl)c2C(=O)NCCc12. As a reaction SMILES: CC(O[NH:1][C:2]([c:4]1[c:10]([Cl:11])[cH:9][cH:8][c:6]([CH3:7])[cH:5]1)=[O:3])=O.[CH2:12]=[CH2:13]>>[CH3:7][c:6]1[c:5]([c:4]2[c:10]([Cl:11])[cH:9][cH:8]1)[CH2:13][CH2:12][NH:1][C:2]2=[O:3]. Reactants: CC(=O)Cl, Cl, O=C(NC1CCCNC1)c1c[nH]c2c(-c3c(OCC4CC4)ccc4c3OCO4)ncnc12. Yields the product CC(=O)N1CCCC(NC(=O)c2c[nH]c3c(-c4c(OCC5CC5)ccc5c4OCO5)ncnc23)C1. Reaction SMILES: [CH3:34][C:35]([Cl:36])=[O:37].[ClH:1].[NH:2]1[CH2:3][CH:4]([NH:8][C:9](=[O:10])[c:11]2[cH:12][nH:13][c:14]3[c:15]2[n:16][cH:17][n:18][c:19]3-[c:20]2[c:21]([O:29][CH2:30][CH:31]3[CH2:32][CH2:33]3)[cH:22][cH:23][c:24]3[c:28]2[O:27][CH2:26][O:25]3)[CH2:5][CH2:6][CH2:7]1>>[N:2]1([C:35]([CH3:34])=[O:37])[CH2:3][CH:4]([NH:8][C:9](=[O:10])[c:11]2[cH:12][nH:13][c:14]3[c:15]2[n:16][cH:17][n:18][c:19]3-[c:20]2[c:21]([O:29][CH2:30][CH:31]3[CH2:32][CH2:33]3)[cH:22][cH:23][c:24]3[c:28]2[O:27][CH2:26][O:25]3)[CH2:5][CH2:6][CH2:7]1. The reactants are BrB(Br)Br, ClCCl, COc1ccc2c(c1)CC(CCCCCCCCCC(CCC(F)(F)C(F)(F)C(F)(F)C(F)(F)F)C(=O)O)C1C2CCC2(C)C(O)CCC12. The product is CC12CCC3c4ccc(O)cc4CC(CCCCCCCCCC(CCC(F)(F)C(F)(F)C(F)(F)C(F)(F)F)C(=O)O)C3C1CCC2O. As a reaction SMILES: [B:50]([Br:51])([Br:52])[Br:53].[Cl:54][CH2:55][Cl:56].[OH:1][CH:2]1[C:3]2([CH3:4])[CH:5]([CH2:6][CH2:7]1)[CH:8]1[CH:9]([CH2:22][CH2:23][CH2:24][CH2:25][CH2:26][CH2:27][CH2:28][CH2:29][CH2:30][CH:31]([C:32](=[O:33])[OH:34])[CH2:35][CH2:36][C:37]([C:38]([C:39]([C:40]([F:41])([F:42])[F:43])([F:44])[F:45])([F:46])[F:47])([F:48])[F:49])[CH2:10][c:11]3[cH:12][c:13]([O:20][CH3:21])[cH:14][cH:15][c:16]3[CH:17]1[CH2:18][CH2:19]2>>[OH:1][CH:2]1[C:3]2([CH3:4])[CH:5]([CH2:6][CH2:7]1)[CH:8]1[CH:9]([CH2:22][CH2:23][CH2:24][CH2:25][CH2:26][CH2:27][CH2:28][CH2:29][CH2:30][CH:31]([C:32](=[O:33])[OH:34])[CH2:35][CH2:36][C:37]([C:38]([C:39]([C:40]([F:41])([F:42])[F:43])([F:44])[F:45])([F:46])[F:47])([F:48])[F:49])[CH2:10][c:11]3[cH:12][c:13]([OH:20])[cH:14][cH:15][c:16]3[CH:17]1[CH2:18][CH2:19]2.